From a dataset of the Open Reaction Database (ORD), a public repository of structured organic reaction records. describe an organic reaction: reactants, conditions, products, and yield Starting materials: C(C1=CC=CC=C1)SC1=NN2C(=NC=C(C2=O)C(=O)OCC)S1 (2-benzylthio-6-ethoxycarbonyl-5H-1,3,4-thiadiazolo[3,2-a]pyrimidin-5-one), OOS(=O)[O-].[K+] (OXONE), O (water). Solvent: CO (methanol), CO (methanol). Reaction conditions: temperature 60 celsius, time 2 hour. The product is C(C1=CC=CC=C1)S(=O)(=O)C1=NN2C(=NC=C(C2=O)C(=O)OCC)S1 (2-benzylsulfonyl-6-ethoxycarbonyl-5H-1,3,4-thiadiazolo[3,2-a]pyrimidin-5-one). Isolated yield 49.0%. Reaction SMILES: [CH2:1]([S:8][C:9]1[S:23][C:12]2=[N:13][CH:14]=[C:15]([C:18]([O:20][CH2:21][CH3:22])=[O:19])[C:16](=[O:17])[N:11]2[N:10]=1)[C:2]1[CH:7]=[CH:6][CH:5]=[CH:4][CH:3]=1.[OH:24]OS([O-])=O.[K+].[OH2:30]>CO>[CH2:1]([S:8]([C:9]1[S:23][C:12]2=[N:13][CH:14]=[C:15]([C:18]([O:20][CH2:21][CH3:22])=[O:19])[C:16](=[O:17])[N:11]2[N:10]=1)(=[O:24])=[O:30])[C:2]1[CH:3]=[CH:4][CH:5]=[CH:6][CH:7]=1 |f:1.2|. Reported procedure: In 240 ml of methanol, 6.3 g of 2-benzylthio-6-ethoxycarbonyl-5H-1,3,4-thiadiazolo[3,2-a]pyrimidin-5-one was dissolved. A suspension of 27.7 g of OXONE® dispersed in 110 ml of water was added to the methanol solution. The mixture was stirred at 60° C. for 2 hours, and was extracted with chloroform after cooling. The organic layer was washed with a sodium thiosulfate solution and water respectively and dried over anhydrous sodium sulfate. The solvent was distilled off. The residue was recrystalli...